describe an organic reaction: reactants, conditions, products, and yield From a dataset of the Open Reaction Database (ORD), a public repository of structured organic reaction records. Reactants: CC(C)(C)OC(=O)Nc1ccc(C(F)(F)Cl)nc1, CCO. Product: CC(C)(C)OC(=O)Nc1ccc(C(F)F)nc1. RXN SMILES: [C:1]([CH3:2])([CH3:3])([CH3:4])[O:5][C:6]([NH:7][c:8]1[cH:9][n:10][c:11]([C:14]([F:15])([F:16])[Cl:17])[cH:12][cH:13]1)=[O:18].[CH3:19][CH2:20][OH:21]>>[C:1]([CH3:2])([CH3:3])([CH3:4])[O:5][C:6]([NH:7][c:8]1[cH:9][n:10][c:11]([CH:14]([F:15])[F:16])[cH:12][cH:13]1)=[O:18]. Starting materials: CC(C)(C)[Si](C)(C)Oc1cccc(CN)c1, CCN(C(C)C)C(C)C, ClCCl, O=C(O)c1cc(Cl)c(O)c(Cl)c1. Yields the product CC(C)(C)[Si](C)(C)Oc1cccc(CNC(=O)c2cc(Cl)c(O)c(Cl)c2)c1. Reaction SMILES: [CH3:1][C:2]([CH3:3])([CH3:4])[Si:5]([O:6][c:7]1[cH:8][c:9]([CH2:13][NH2:14])[cH:10][cH:11][cH:12]1)([CH3:15])[CH3:16].[CH:29]([N:30]([CH:31]([CH3:32])[CH3:33])[CH2:34][CH3:35])([CH3:36])[CH3:37].[Cl:38][CH2:39][Cl:40].[OH:17][C:18](=[O:19])[c:20]1[cH:21][c:22]([Cl:23])[c:24]([OH:25])[c:26]([Cl:27])[cH:28]1>>[CH3:1][C:2]([CH3:3])([CH3:4])[Si:5]([O:6][c:7]1[cH:8][c:9]([CH2:13][NH:14][C:18](=[O:17])[c:20]2[cH:21][c:22]([Cl:23])[c:24]([OH:25])[c:26]([Cl:27])[cH:28]2)[cH:10][cH:11][cH:12]1)([CH3:15])[CH3:16].